This data is from the Open Reaction Database (ORD), a public repository of structured organic reaction records. The task is: describe an organic reaction: reactants, conditions, products, and yield RXN SMILES: [NH:1]([C:5]1[CH:16]=[CH:15][C:8]([N:9]([CH2:12][CH2:13][OH:14])[CH2:10][CH3:11])=[CH:7][C:6]=1[CH3:17])C(C)=O.C(O)(C)C.[S:22](=[O:26])(=[O:25])([OH:24])[OH:23]>>[S:22]([OH:26])([OH:25])(=[O:24])=[O:23].[NH2:1][C:5]1[CH:16]=[CH:15][C:8]([N:9]([CH2:12][CH2:13][OH:14])[CH2:10][CH3:11])=[CH:7][C:6]=1[CH3:17] |f:3.4|. The product is S(=O)(=O)(O)O.NC1=C(C=C(N(CC)CCO)C=C1)C (4-amino-3-methyl-N-(β-hydroxyethyl)-N-ethylaniline sulfate). The reactants are N(C(=O)C)C1=C(C=C(N(CC)CCO)C=C1)C (4-acetamino-3-methyl-N-(β-hydroxyethyl)-N-ethylaniline), S(O)(O)(=O)=O (sulfuric acid), C(C)(C)O (isopropyl alcohol). Procedure details: 23.6g (0.1 mole) of 4-acetamino-3-methyl-N-(β-hydroxyethyl)-N-ethylaniline were dissolved in 30g of 50% sulfuric acid. The system was reacted for 5 hours at 80° to 100° C while stirring, and then put into 300 ml of isopropyl alcohol and stirred therein while cooling. Crystals separated out, which were then filtered and dried to obtain 22.2g of 4-amino-3-methyl-N-(β-hydroxyethyl)-N-ethylaniline sulfate. Solvent: 30g.